From a dataset of the Open Reaction Database (ORD), a public repository of structured organic reaction records. describe an organic reaction: reactants, conditions, products, and yield The reactants are CC(C)(C)c1ccc2c(c1)-c1cc(C(C)(C)C)ccc1C2, S=C=S, COCCl, O. Product: CC(C)(C)c1ccc2c(c1)-c1cc(C(C)(C)C)c(CCl)cc1C2. As a reaction SMILES: [C:1]([CH3:2])([CH3:3])([CH3:4])[c:5]1[cH:6][cH:7][c:8]2[c:16]([cH:17]1)-[c:15]1[c:10]([cH:11][cH:12][c:13]([C:18]([CH3:19])([CH3:20])[CH3:21])[cH:14]1)[CH2:9]2.[C:27](=[S:28])=[S:29].[CH3:22][O:23][CH2:24][Cl:25].[OH2:26]>>[C:1]([CH3:2])([CH3:3])([CH3:4])[c:5]1[c:6]([CH2:24][Cl:25])[cH:7][c:8]2[c:16]([cH:17]1)-[c:15]1[c:10]([cH:11][cH:12][c:13]([C:18]([CH3:19])([CH3:20])[CH3:21])[cH:14]1)[CH2:9]2.